From a dataset of the Open Reaction Database (ORD), a public repository of structured organic reaction records. describe an organic reaction: reactants, conditions, products, and yield Reactants: ClC1=C(C=CC=C1)CC#N (2-chlorophenylacetonitrile), NC1=NC(=C(C(=N1)N)N=O)N (2,4,6-triamino-5-nitrosopyrimidine), C[O-].[Na+] (sodium methoxide). Run in CN(C=O)C (N,N-dimethylformamide). Product: NC1=NC2=NC(=C(N=C2C(=N1)N)C1=C(C=CC=C1)Cl)N (2,4,7-TRIAMINO-6-(2-CHLOROPHENYL)PTERIDINE). As a reaction SMILES: [NH2:1][C:2]1[N:7]=[C:6]([NH2:8])[C:5]([N:9]=O)=[C:4]([NH2:11])[N:3]=1.[Cl:12][C:13]1[CH:18]=[CH:17][CH:16]=[CH:15][C:14]=1[CH2:19][C:20]#[N:21].C[O-].[Na+]>CN(C)C=O>[NH2:1][C:2]1[N:7]=[C:6]([NH2:8])[C:5]2[C:4](=[N:11][C:20]([NH2:21])=[C:19]([C:14]3[CH:15]=[CH:16][CH:17]=[CH:18][C:13]=3[Cl:12])[N:9]=2)[N:3]=1 |f:2.3|. Procedure: A stirred solution of 1.5 grams (0.010 mole) of 2,4,6-triamino-5-nitrosopyrimidine in 80 mL of N,N-dimethylformamide was heated to reflux, and 2.0 grams (0.01 3 mole) of 2-chlorophenylacetonitrile was added in one portion. Upon completion of addition, the reaction mixture was cooled, and 0.7 gram (0.013 mole) of sodium methoxide was added in one portion. The reaction mixture was again heated at reflux for 15 minutes. The reaction mixture was cooled in an ice-bath and then was filtered to collect... The reactants are COc1cc(F)c(C)cc1[N+](=O)[O-], CS(=O)(=O)CCN1CCNCC1, CS(C)=O, Cl, [K+], [K+], O=C([O-])[O-], O. Product: COc1cc(N2CCN(CCS(C)(=O)=O)CC2)c(C)cc1[N+](=O)[O-]. As a reaction SMILES: [CH3:1][O:2][c:3]1[c:4]([N+:11](=[O:12])[O-:13])[cH:5][c:6]([CH3:10])[c:7]([F:9])[cH:8]1.[CH3:21][S:22](=[O:23])(=[O:24])[CH2:25][CH2:26][N:27]1[CH2:28][CH2:29][NH:30][CH2:31][CH2:32]1.[CH3:34][S:35]([CH3:36])=[O:37].[ClH:20].[K+:14].[K+:15].[O-:16][C:17]([O-:18])=[O:19].[OH2:33]>>[CH3:1][O:2][c:3]1[c:4]([N+:11](=[O:12])[O-:13])[cH:5][c:6]([CH3:10])[c:7]([N:30]2[CH2:29][CH2:28][N:27]([CH2:26][CH2:25][S:22]([CH3:21])(=[O:23])=[O:24])[CH2:32][CH2:31]2)[cH:8]1. Starting materials: [N-]=[N+]=[N-].[Na+] (sodium azide), C(C)(=O)O[C@H]1[C@H]([C@@H](O[C@@H]1COC(C)=O)N1C=NC(=C1N)C(CCl)=O)Cl (1-(3,5-di-O-acetyl-2-chloro-2-deoxy-β-D-ribofuranosyl)-5-amino-4-chloroacetylimidazole), resultant mixture. The solvent is CN(C=O)C (N,N-dimethylformamide). Yields the product C(C)(=O)O[C@H]1[C@H]([C@@H](O[C@@H]1COC(C)=O)N1C=NC(=C1N)C(CN=[N+]=[N-])=O)Cl (1-(3,5-di-O-acetyl-2-chloro-2-deoxy-β-D-ribofuranosyl)-5-amino-4-azidoacetylimidazole). Yield: 92.0%. RXN SMILES: [C:1]([O:4][C@@H:5]1[C@@H:9]([CH2:10][O:11][C:12](=[O:14])[CH3:13])[O:8][C@@H:7]([N:15]2[C:19]([NH2:20])=[C:18]([C:21](=[O:24])[CH2:22]Cl)[N:17]=[CH:16]2)[C@@H:6]1[Cl:25])(=[O:3])[CH3:2].[N-:26]=[N+:27]=[N-:28].[Na+]>CN(C)C=O>[C:1]([O:4][C@@H:5]1[C@@H:9]([CH2:10][O:11][C:12](=[O:14])[CH3:13])[O:8][C@@H:7]([N:15]2[C:19]([NH2:20])=[C:18]([C:21](=[O:24])[CH2:22][N:26]=[N+:27]=[N-:28])[N:17]=[CH:16]2)[C@@H:6]1[Cl:25])(=[O:3])[CH3:2] |f:1.2|. Procedure: Compound (39) obtained in step (5) above (170 mg) was dissolved in N,N-dimethylformamide (3.4 ml), to which was added sodium azide (45 mg). The resultant mixture was stirred at room temperature for 1 hour to conduct the reaction intended. The reaction solution obtained was concentrated and the residue was extracted with ethyl acetate. The extract was washed with water, dried over anhydrous sodium sulfate and concentrated to leave a yellow syrup. The syrup was purified by silica gel column chroma... The reactants are C(#N)[BH3-].[Na+] (sodium cyanoborohydride), C=O (formaldehyde), C(C)S(=O)(=O)N1CCC(CC1)C1=CNC2=C(C=C(C=C12)C1=CSC(=C1)C=O)C(=O)N (3-[1-(ethylsulfonyl)-4-piperidinyl]-5-(5-formyl-3-thienyl)-1H-indole-7-carboxamide), CC(CC)N (2-butanamine), C(C)(=O)O[BH-](OC(C)=O)OC(C)=O.[Na+] (sodium triacetoxyborohydride). Reagents/catalysts: C(C)(=O)O (acetic acid). Run in CO (methanol), O (water), CS(=O)C (dimethyl sulfoxide). Reaction conditions: time 18 hour. Product: C(C)S(=O)(=O)N1CCC(CC1)C1=CNC2=C(C=C(C=C12)C1=CSC(=C1)CN(C(CC)C)C)C(=O)N (3-[1-(ethylsulfonyl)-4-piperidinyl]-5-(5-{[methyl(1-methylpropyl)amino]methyl}-3-thienyl)-1H-indole-7-carboxamide). The yield is 27.9%. RXN SMILES: [CH2:1]([S:3]([N:6]1[CH2:11][CH2:10][CH:9]([C:12]2[C:20]3[C:15](=[C:16]([C:28]([NH2:30])=[O:29])[CH:17]=[C:18]([C:21]4[CH:25]=[C:24]([CH:26]=O)[S:23][CH:22]=4)[CH:19]=3)[NH:14][CH:13]=2)[CH2:8][CH2:7]1)(=[O:5])=[O:4])[CH3:2].[CH3:31][CH:32]([NH2:35])[CH2:33][CH3:34].[C:36](O[BH-](OC(=O)C)OC(=O)C)(=O)C.[Na+].C([BH3-])#N.[Na+].C=O>CS(C)=O.C(O)(=O)C.CO.O>[CH2:1]([S:3]([N:6]1[CH2:7][CH2:8][CH:9]([C:12]2[C:20]3[C:15](=[C:16]([C:28]([NH2:30])=[O:29])[CH:17]=[C:18]([C:21]4[CH:25]=[C:24]([CH2:26][N:35]([CH3:36])[CH:32]([CH3:31])[CH2:33][CH3:34])[S:23][CH:22]=4)[CH:19]=3)[NH:14][CH:13]=2)[CH2:10][CH2:11]1)(=[O:4])=[O:5])[CH3:2] |f:2.3,4.5|. Reported procedure: To a solution of 3-[1-(ethylsulfonyl)-4-piperidinyl]-5-(5-formyl-3-thienyl)-1H-indole-7-carboxamide (45 mg, 0.1 mmol) in dimethyl sulfoxide (1 mL) was added 2-butanamine (1 mmol), 1 to 2 drops of acetic acid and sodium triacetoxyborohydride (211 mg, 1 mmol). The resulting mixture was capped and stirred for 18 h followed by an addition of sodium cyanoborohydride (62 mg, 1 mmol) in methanol (0.5 mL). This was stirred for 3 h followed by an addition of formaldehyde, 37% in water, (1.5 mL). This was... Reactants: O=C([O-])[O-], CO, Cl, N#Cc1ccc(-c2cn3cc(I)ccc3n2)cc1, [K+], [K+], NO. Yields the product N=C(NO)c1ccc(-c2cn3cc(I)ccc3n2)cc1. Reaction SMILES: [C:4](=[O:5])([O-:6])[O-:7].[CH3:28][OH:29].[ClH:1].[I:10][c:11]1[cH:12][cH:13][c:14]2[n:15]([cH:16]1)[cH:17][c:18](-[c:20]1[cH:21][cH:22][c:23]([C:24]#[N:25])[cH:26][cH:27]1)[n:19]2.[K+:8].[K+:9].[NH2:2][OH:3]>>[NH:2]([OH:3])[C:24]([c:23]1[cH:22][cH:21][c:20](-[c:18]2[cH:17][n:15]3[c:14]([cH:13][cH:12][c:11]([I:10])[cH:16]3)[n:19]2)[cH:27][cH:26]1)=[NH:25]. Reactants: CCN(C(C)C)C(C)C (DIEA), C1(CCCCC1)N1N=C(C=C1C1=CC=C(C=C1)OC(F)(F)F)CC1=CC=C(C(=O)O)C=C1 (4-({1-Cyclohexyl-5-[4-(trifluoromethoxy)phenyl]-1H-pyrazol-3-yl}methyl)benzoic acid), C=1C=CC2=C(C1)N=NN2O (HOBt), O.NC1=NN=NN1 (5-Aminotetrazole monohydrate). The solvent is C(CCl)Cl (EDC), CN(C)C=O (DMF), C(CCl)Cl (EDC). Reaction conditions: time 22 hour. The product is C1(CCCCC1)N1N=C(C=C1C1=CC=C(C=C1)OC(F)(F)F)CC1=CC=C(C(=O)NC2=NN=NN2)C=C1 (4-({1-Cyclohexyl-5-[4-(trifluoromethoxy)phenyl]-1H-pyrazol-3-yl}methyl)-N-(1H-tetrazol-5-yl)benzamide). As a reaction SMILES: [CH:1]1([N:7]2[C:11]([C:12]3[CH:17]=[CH:16][C:15]([O:18][C:19]([F:22])([F:21])[F:20])=[CH:14][CH:13]=3)=[CH:10][C:9]([CH2:23][C:24]3[CH:32]=[CH:31][C:27]([C:28]([OH:30])=O)=[CH:26][CH:25]=3)=[N:8]2)[CH2:6][CH2:5][CH2:4][CH2:3][CH2:2]1.C1C=CC2N(O)N=NC=2C=1.O.[NH2:44][C:45]1[NH:49][N:48]=[N:47][N:46]=1.CCN(C(C)C)C(C)C>CN(C=O)C.C(Cl)CCl>[CH:1]1([N:7]2[C:11]([C:12]3[CH:13]=[CH:14][C:15]([O:18][C:19]([F:20])([F:22])[F:21])=[CH:16][CH:17]=3)=[CH:10][C:9]([CH2:23][C:24]3[CH:32]=[CH:31][C:27]([C:28]([NH:44][C:45]4[NH:49][N:48]=[N:47][N:46]=4)=[O:30])=[CH:26][CH:25]=3)=[N:8]2)[CH2:6][CH2:5][CH2:4][CH2:3][CH2:2]1 |f:2.3|. Procedure details: A solution of 55.6 mg product from Step E above, 28.8 mg EDC, 20.3 mg HOBt in 1 mL DMF was stirred at room temperature for 45 minutes. 5-Aminotetrazole monohydrate (15.5 mg) was added and the mixture stirred for additional 22 hours. DIEA (26 μL) and more EDC (13.8 mg) were added and the reaction continued for another day. The title compound was isolated on preparative HPLC using 75˜90% MeCN gradient over 10 minutes at 8.0 mL per minute with 0.1% TFA as a white solid following lyophilization. LC-... The reactants are CCCCCc1ccc(CNC(=O)c2ccc(-c3nc(CN(Cc4ccc(OC(C)C(=O)[O-])cc4)C(=O)C=Cc4ccccc4)cs3)cc2)cc1, CO, Cl, [Na+], [OH-]. The product is CCCCCc1ccc(CNC(=O)c2ccc(-c3nc(CN(Cc4ccc(OCC(=O)O)cc4)C(=O)C=Cc4ccccc4)cs3)cc2)cc1. RXN SMILES: [CH3:3][CH:4]([C:5](=[O:6])[O-:7])[O:8][c:9]1[cH:10][cH:11][c:12]([CH2:15][N:16]([C:17]([CH:18]=[CH:19][c:20]2[cH:21][cH:22][cH:23][cH:24][cH:25]2)=[O:26])[CH2:27][c:28]2[n:29][c:30](-[c:33]3[cH:34][cH:35][c:36]([C:39](=[O:40])[NH:41][CH2:42][c:43]4[cH:44][cH:45][c:46]([CH2:49][CH2:50][CH2:51][CH2:52][CH3:53])[cH:47][cH:48]4)[cH:37][cH:38]3)[s:31][cH:32]2)[cH:13][cH:14]1.[CH3:55][OH:56].[ClH:54].[Na+:2].[OH-:1]>>[CH2:4]([C:5](=[O:6])[OH:7])[O:8][c:9]1[cH:10][cH:11][c:12]([CH2:15][N:16]([C:17]([CH:18]=[CH:19][c:20]2[cH:21][cH:22][cH:23][cH:24][cH:25]2)=[O:26])[CH2:27][c:28]2[n:29][c:30](-[c:33]3[cH:34][cH:35][c:36]([C:39](=[O:40])[NH:41][CH2:42][c:43]4[cH:44][cH:45][c:46]([CH2:49][CH2:50][CH2:51][CH2:52][CH3:53])[cH:47][cH:48]4)[cH:37][cH:38]3)[s:31][cH:32]2)[cH:13][cH:14]1. Reactants: ClC1=C2C=CC(=NC2=NC=C1)CCC (5-Chloro-2-propyl-[1,8]naphthyridine), NC1=C(C=CC(=C1)C)SC1=CC=C(C=C1)O (4-(2-Amino-4-methyl-phenylsulfanyl)-phenol). Yields the product CC1=CC(=C(C=C1)SC1=CC=C(C=C1)O)NC1=CC=NC2=NC(=CC=C12)CCC (4-[4-Methyl-2-(7-propyl-[1,8]naphthyridin-4-ylamino)-phenylsulfanyl]-phenol). RXN SMILES: Cl[C:2]1[CH:11]=[CH:10][N:9]=[C:8]2[C:3]=1[CH:4]=[CH:5][C:6]([CH2:12][CH2:13][CH3:14])=[N:7]2.[NH2:15][C:16]1[CH:21]=[C:20]([CH3:22])[CH:19]=[CH:18][C:17]=1[S:23][C:24]1[CH:29]=[CH:28][C:27]([OH:30])=[CH:26][CH:25]=1>>[CH3:22][C:20]1[CH:19]=[CH:18][C:17]([S:23][C:24]2[CH:29]=[CH:28][C:27]([OH:30])=[CH:26][CH:25]=2)=[C:16]([NH:15][C:2]2[C:3]3[C:8](=[N:7][C:6]([CH2:12][CH2:13][CH3:14])=[CH:5][CH:4]=3)[N:9]=[CH:10][CH:11]=2)[CH:21]=1. Procedure: The product from Example 2g (275 mg, 0.133 mmol) was reacted with the product from Example 4c (231 mg, 0.133 mol) for 5 h following the procedure from Example 1g giving the title compound after purification of the crude product by HPLC with TFA as the trifluoroacetic acid salt (288 mg, 42%). 1H NMR (300 MHz, DMSO-d6) δ ppm: 0.98 (t, J=7.35 Hz, 2H) 1.85 (m, 2H) 2.33 (s, 3H) 3.00 (t, J=7.35 Hz 2H) 6.29 (d, J=6.99 Hz, 1H) 6.73 (d, J=8.46 Hz, 2H) 7.00 (m, 2H) 7.19 (d, J=8.46 Hz, 2H) 7.27 (s, 1H) 7.8...